Dataset: the Open Reaction Database (ORD), a public repository of structured organic reaction records. Task: describe an organic reaction: reactants, conditions, products, and yield Reactants: CCOC(=O)C(C(=O)OCC)c1cnc(N)cn1, ClCCl, CN(C)C=O, CS(=O)(=O)c1ccc(C(CC2CCCC2)C(=O)O)cc1Cl, O=C(Cl)C(=O)Cl, C1CCOC1, Cc1cccc(C)n1. Yields the product CCOC(=O)C(C(=O)OCC)c1cnc(NC(=O)C(CC2CCCC2)c2ccc(S(C)(=O)=O)c(Cl)c2)cn1. Reaction SMILES: [CH2:28]([CH3:29])[O:30][C:31]([CH:32]([C:33](=[O:34])[O:35][CH2:36][CH3:37])[c:38]1[n:39][cH:40][c:41]([NH2:44])[n:42][cH:43]1)=[O:45].[CH2:54]([Cl:55])[Cl:56].[CH3:57][N:58]([CH3:59])[CH:60]=[O:61].[Cl:1][c:2]1[cH:3][c:4]([CH:12]([C:13](=[O:14])[OH:15])[CH2:16][CH:17]2[CH2:18][CH2:19][CH2:20][CH2:21]2)[cH:5][cH:6][c:7]1[S:8](=[O:9])(=[O:10])[CH3:11].[Cl:22][C:23]([C:24]([Cl:25])=[O:26])=[O:27].[O:62]1[CH2:63][CH2:64][CH2:65][CH2:66]1.[n:46]1[c:47]([CH3:48])[cH:49][cH:50][cH:51][c:52]1[CH3:53]>>[Cl:1][c:2]1[cH:3][c:4]([CH:12]([C:13](=[O:15])[NH:44][c:41]2[cH:40][n:39][c:38]([CH:32]([C:31]([O:30][CH2:28][CH3:29])=[O:45])[C:33](=[O:34])[O:35][CH2:36][CH3:37])[cH:43][n:42]2)[CH2:16][CH:17]2[CH2:18][CH2:19][CH2:20][CH2:21]2)[cH:5][cH:6][c:7]1[S:8](=[O:9])(=[O:10])[CH3:11]. Starting materials: O.C(C1=CC=CC=C1)OC1=C(C=CC=C1)C(=O)C=O (2-benzyloxyphenylglyoxal hydrate), COC1=C(CCN)C=CC(=C1OC)OC (2,3,4-trimethoxyphenethylamine). The solvent is CS(=O)C (dimethylsulfoxide), CS(=O)C (dimethylsulfoxide). Conditions: time 30 minute. Product: COC1=C(CCN=C(C(=O)C2=CC=CC=C2)OCC2=CC=CC=C2)C=CC(=C1OC)OC (α-(2,3,4-trimethoxyphenethylimino)-2-benzyloxyacetophenone). Reaction SMILES: [OH2:1].[CH2:2]([O:9][C:10]1[CH:15]=[CH:14][CH:13]=[CH:12][C:11]=1[C:16]([CH:18]=O)=O)[C:3]1[CH:8]=[CH:7][CH:6]=[CH:5][CH:4]=1.[CH3:20][O:21][C:22]1[C:30]([O:31][CH3:32])=[C:29]([O:33][CH3:34])[CH:28]=[CH:27][C:23]=1[CH2:24][CH2:25][NH2:26]>CS(C)=O>[CH3:20][O:21][C:22]1[C:30]([O:31][CH3:32])=[C:29]([O:33][CH3:34])[CH:28]=[CH:27][C:23]=1[CH2:24][CH2:25][N:26]=[C:10]([O:9][CH2:2][C:3]1[CH:4]=[CH:5][CH:6]=[CH:7][CH:8]=1)[C:15]([C:14]1[CH:13]=[CH:12][CH:11]=[CH:16][CH:18]=1)=[O:1] |f:0.1|. Procedure: 10.5 g of 2-benzyloxyphenylglyoxal hydrate (crude oil) are dissolved in 30 ml of dimethylsulfoxide, and 9 g of 2,3,4-trimethoxyphenethylamine are added thereto. The mixture is stirred at room temperature for 30 minutes, whereby a solution of α-(2,3,4-trimethoxyphenethylimino)-2-benzyloxyacetophenone in dimethylsulfoxide is obtained. Starting materials: ClC1=NC(=NC(=C1)Cl)CC (4,6-dichloro-2-ethylpyrimidine), O.NN (hydrazine hydrate). The solvent is CO (methanol). Run at temperature 0 celsius, time 2 hour. Product: ClC1=NC(=NC(=C1)NN)CC (4-chloro-2-ethyl-6-hydrazinylpyrimidine). Yield: 86.9%. RXN SMILES: [Cl:1][C:2]1[CH:7]=[C:6](Cl)[N:5]=[C:4]([CH2:9][CH3:10])[N:3]=1.O.[NH2:12][NH2:13]>CO>[Cl:1][C:2]1[CH:7]=[C:6]([NH:12][NH2:13])[N:5]=[C:4]([CH2:9][CH3:10])[N:3]=1 |f:1.2|. Procedure: To a stirred, cold (0° C.) solution of 60 g (0.34 mole) of 4,6-dichloro-2-ethylpyrimidine in 500 ml of methanol was added 35 g (0.7 mole) of hydrazine hydrate while maintaining the temperature below 10° C. Stirring was continued for 2 hours after completion of the addition, the temperature being maintained at 0° C. The mixture was allowed to warm to about 20° C. and was stirred for 16 hours. The white solid was collected by filtration and the filtrate was partially evaporated to provide a second... Reactants: N(=[N+]=[N-])C[C@@H]1[C@H](CC[C@@H](OC)O1)O (Methyl 6-azido-2,3,6-trideoxy-α-D-erythro-hexopyranoside), C(C)(=O)OC(C)=O (acetic anhydride). The reagents and catalysts are [Pd] (palladium-on-charcoal). Run in CO (methanol). The product is C(C)(=O)NC[C@@H]1[C@H](CC[C@@H](OC)O1)O (methyl 6-acetamido-2,3,6-trideoxy-α-D-erythro-hexopyranoside). Procedure details: Methyl 6-azido-2,3,6-trideoxy-α-D-erythro-hexopyranoside (3.0 g, 16 mmol) in methanol (100 ml) containing acetic anhydride (2 ml) was hydrogenated over 10% palladium-on-charcoal (0.4 g) at room temperature under a pressure of 2.5 atms. for 5 h. The catalyst was filtered off and the filtrate was evaporated to dryness giving a syrupy residue which crystallized upon treatement with ether to yield 3.18 g, 98%. The product was recrystallized from chloroform-ether to give pure methyl 6-acetamido-2,3,6... Reaction conditions: time 5 hour. RXN SMILES: [N:1]([CH2:4][C@H:5]1[O:12][C@H:9]([O:10][CH3:11])[CH2:8][CH2:7][C@@H:6]1[OH:13])=[N+]=[N-].[C:14](OC(=O)C)(=[O:16])[CH3:15]>CO.[Pd]>[C:14]([NH:1][CH2:4][C@H:5]1[O:12][C@H:9]([O:10][CH3:11])[CH2:8][CH2:7][C@@H:6]1[OH:13])(=[O:16])[CH3:15]. Starting materials: C12C(CC(CC1)C2)N2C(NCC=1C2=NC(=NC1)NC1=CC=C(C=C1)N1CCN(CC1)C)=O (1-bicyclo[2.2.1]hept-2-yl-7-[4-(4-methylpiperazin-1-yl)phenylamino]-3,4-dihydro-pyrimido[4,5-d]pyrimidin-2(1H)-one), CC(C)([O-])C.[K+] (potassium tert-butoxide). Run in O1CCCC1 (tetrahydrofuran). Run at time 48 hour. Yields the product C12C(CC(CC1)C2)N2C(N=CC=1C2=NC(=NC1)NC1=CC=C(C=C1)N1CCN(CC1)C)=O (1-Bicyclo [2.2.1]hept-2-yl-7-[4-(4-methylpiperazin-1-yl)phenylamino]-pyrimido[4,5-d]pyrimidin-2(1H)-one). The yield is 70.5%. RXN SMILES: [CH:1]12[CH2:7][CH:4]([CH2:5][CH2:6]1)[CH2:3][CH:2]2[N:8]1[C:13]2=[N:14][C:15]([NH:18][C:19]3[CH:24]=[CH:23][C:22]([N:25]4[CH2:30][CH2:29][N:28]([CH3:31])[CH2:27][CH2:26]4)=[CH:21][CH:20]=3)=[N:16][CH:17]=[C:12]2[CH2:11][NH:10][C:9]1=[O:32].CC(C)([O-])C.[K+]>O1CCCC1>[CH:1]12[CH2:7][CH:4]([CH2:5][CH2:6]1)[CH2:3][CH:2]2[N:8]1[C:13]2=[N:14][C:15]([NH:18][C:19]3[CH:20]=[CH:21][C:22]([N:25]4[CH2:26][CH2:27][N:28]([CH3:31])[CH2:29][CH2:30]4)=[CH:23][CH:24]=3)=[N:16][CH:17]=[C:12]2[CH:11]=[N:10][C:9]1=[O:32] |f:1.2|. Procedure: Prepared from 200 mg (0.46 mmol) of 1-bicyclo[2.2.1]hept-2-yl-7-[4-(4-methylpiperazin-1-yl)phenylamino]-3,4-dihydro-pyrimido[4,5-d]pyrimidin-2(1H)-one, exo and 207 mg (1.84 mmol) of potassium tert-butoxide in 10 mL of tetrahydrofuran. The reaction mixture is stirred for 48 hours. After the workup, the semi-solid is triturated in diethyl ether/hexane, and the powder is collected and dried to give 140 mg (70%) of the title compound: mp>210° C. (dec). The reactants are aqueous solution, [OH-].[Na+] (sodium hydroxide), BrC=1N=C(N2C1C=CC=C2)C(=O)C=2C=CC(=C(C(=O)OC)C2)NC(NCCOC2=CC=C(C=C2)F)=O (methyl 5-[(1-bromoimidazo[1,5-a]pyridin-3-yl)carbonyl]-2-({[2-(4-fluorophenoxy)ethyl]carbamoyl}amino)benzoate), aqueous solution, Cl (hydrochloric acid). Run in O (water), CO (methanol). Yields the product BrC=1N=C(N2C1C=CC=C2)C(=O)C=2C=C1C(N(C(NC1=CC2)=O)CCOC2=CC=C(C=C2)F)=O (6-[(1-Bromoimidazo[1,5-a]pyridin-3-yl)carbonyl]-3-[2-(4-fluorophenoxy)ethyl]quinazoline-2,4(1H,3H)-dione). The yield is 92.8%. RXN SMILES: [OH-].[Na+].[Br:3][C:4]1[N:5]=[C:6]([C:13]([C:15]2[CH:16]=[CH:17][C:18]([NH:25][C:26](=[O:38])[NH:27][CH2:28][CH2:29][O:30][C:31]3[CH:36]=[CH:35][C:34]([F:37])=[CH:33][CH:32]=3)=[C:19]([CH:24]=2)[C:20]([O:22]C)=O)=[O:14])[N:7]2[CH:12]=[CH:11][CH:10]=[CH:9][C:8]=12.Cl>CO.O>[Br:3][C:4]1[N:5]=[C:6]([C:13]([C:15]2[CH:24]=[C:19]3[C:18](=[CH:17][CH:16]=2)[NH:25][C:26](=[O:38])[N:27]([CH2:28][CH2:29][O:30][C:31]2[CH:36]=[CH:35][C:34]([F:37])=[CH:33][CH:32]=2)[C:20]3=[O:22])=[O:14])[N:7]2[CH:12]=[CH:11][CH:10]=[CH:9][C:8]=12 |f:0.1|. Reported procedure: 60.1 ml (60.1 mmol) of a 1N aqueous solution of sodium hydroxide are added to 6.67 g (12 mmol) of methyl 5-[(1-bromoimidazo[1,5-a]pyridin-3-yl)carbonyl]-2-({[2-(4-fluorophenoxy)ethyl]carbamoyl}amino)benzoate dissolved in 600 ml of methanol. After refluxing for 2 hours, the reaction medium is acidified with 120 ml of a 1N aqueous solution of hydrochloric acid and then diluted with 2000 ml of water. The precipitate obtained is filtered off, and dried under reduced pressure at 40° C. overnight. 5.8... The reactants are C(C)(C)(C)OC(=O)N[C@@H](C)C(=O)N1CCC(CC1)OCC(=O)OC (methyl N-(tert-butyloxycarbonyl-L-alanyl)-4-piperidinyloxyacetate), FC(C(=O)O)(F)F (trifluoroacetic acid). The solvent is C(Cl)Cl (methylene chloride). The product is FC(C(=O)O)(F)F.N[C@@H](C)C(=O)N1CCC(CC1)OCC(=O)OC (Methyl N-(L-alanyl)-4-piperidinyloxyacetate trifluoroacetate). As a reaction SMILES: C(OC([NH:8][C@H:9]([C:11]([N:13]1[CH2:18][CH2:17][CH:16]([O:19][CH2:20][C:21]([O:23][CH3:24])=[O:22])[CH2:15][CH2:14]1)=[O:12])[CH3:10])=O)(C)(C)C.[F:25][C:26]([F:31])([F:30])[C:27]([OH:29])=[O:28]>C(Cl)Cl>[F:25][C:26]([F:31])([F:30])[C:27]([OH:29])=[O:28].[NH2:8][C@H:9]([C:11]([N:13]1[CH2:14][CH2:15][CH:16]([O:19][CH2:20][C:21]([O:23][CH3:24])=[O:22])[CH2:17][CH2:18]1)=[O:12])[CH3:10] |f:3.4|. Reported procedure: Prepared from methyl N-(tert-butyloxycarbonyl-L-alanyl)-4-piperidinyloxyacetate and trifluoroacetic acid in methylene chloride analogously to Example 2. Starting materials: ClC1=CC=C(C=2CC(OC21)C)N2N=C(C(NC2=O)=O)C#N (2-(7-chloro-2,3-dihydro-2-methyl-4-benzofuranyl)-2,3,4,5-tetrahydro-3,5-dioxo-1,2,4-triazine-6-carbonitrile), O1CCOCC1 (p-dioxane), Cl (hydrochloric acid), Cl (hydrochloric acid), C(C)(=O)OCC (ethyl acetate). Yields the product ClC1=CC=C(C=2CC(OC21)C)N2N=C(C(NC2=O)=O)C(=O)O (2-(7-chloro-2,3-dihydro-2-methyl-4-benzofuranyl)-2,3,4,5-tetrahydro-3,5-dioxo-1,2,4-triazine-6-carboxylic acid). RXN SMILES: ClC1[C:10]2OC(C)C[C:6]=2[C:5]([N:12]2[C:17](=[O:18])[NH:16][C:15](=[O:19])C(C#N)=[N:13]2)=[CH:4][CH:3]=1.O1[CH2:27][CH2:26][O:25][CH2:24][CH2:23]1.[ClH:28].[C:29]([O:32]CC)(=[O:31])[CH3:30]>>[Cl:28][C:27]1[C:26]2[O:25][CH:24]([CH3:23])[CH2:10][C:6]=2[C:5]([N:12]2[C:17](=[O:18])[NH:16][C:15](=[O:19])[C:30]([C:29]([OH:32])=[O:31])=[N:13]2)=[CH:4][CH:3]=1. Procedure: A mixture of 9.0 g of 32C, 150 mL of p-dioxane and 100 mL of 6N hydrochloric acid was stirred at reflux temperature overnight. Then 20 mL of 12N hydrochloric acid was added and the mixture was stirred at reflux temperature for 2 hours, and stripped of solvent. The residue was dissolved in ethyl acetate, the solution was washed with water, then brine, dried (MgSO4) and stripped of solvent. The residue was recrystallized from ethyl acetate/petroleum ether to give 2-(7-chloro-2,3-dihydro-2-methyl-4... Starting materials: CN, COC(=O)CC(c1ccc(OC)cc1)c1ccc2cc[nH]c2c1, Cl, c1ccccc1. Yields the product CNC(=O)CC(c1ccc(OC)cc1)c1ccc2cc[nH]c2c1. Reaction SMILES: [CH3:1][NH2:2].[CH3:4][O:5][C:6]([CH2:7][CH:8]([c:9]1[cH:10][cH:11][c:12]([O:15][CH3:16])[cH:13][cH:14]1)[c:17]1[cH:18][cH:19][c:20]2[cH:21][cH:22][nH:23][c:24]2[cH:25]1)=[O:26].[ClH:3].[cH:27]1[cH:28][cH:29][cH:30][cH:31][cH:32]1>>[CH3:1][NH:2][C:6]([CH2:7][CH:8]([c:9]1[cH:10][cH:11][c:12]([O:15][CH3:16])[cH:13][cH:14]1)[c:17]1[cH:18][cH:19][c:20]2[cH:21][cH:22][nH:23][c:24]2[cH:25]1)=[O:26].